From a dataset of the Open Reaction Database (ORD), a public repository of structured organic reaction records. describe an organic reaction: reactants, conditions, products, and yield The reactants are N[C@@H](CC(C)C)C(=O)O (L-Leucine), C1(=CC=CC=C1)CC(=O)N[C@@H](CC(C)C)C(=O)O (N-Phenylacetyl-L-leucine), C([O-])(O)=O.[Na+] (sodium bicarbonate), C1(=CC=CC=C1)CC(=O)Cl (phenylacetyl chloride). The solvent is C(C(C)C)O (iso-butyl alcohol), C(Cl)(Cl)Cl (CHCl3), O1CCOCC1 (dioxane), C(C)(=O)OCC (ethyl acetate). Conditions: time 17 hour. Product: C(C(C)C)OC([C@@H](NC(CC1=CC=CC=C1)=O)CC(C)C)=O (N-(Phenylacetyl)-L-leucine iso-Butyl Ester). Reaction SMILES: N[C@H](C(O)=O)[CH2:3][CH:4]([CH3:6])[CH3:5].C(=O)(O)[O-].[Na+].C1(CC(Cl)=O)C=CC=CC=1.[C:25]1([CH2:31][C:32]([NH:34][C@H:35]([C:40]([OH:42])=[O:41])[CH2:36][CH:37]([CH3:39])[CH3:38])=[O:33])[CH:30]=[CH:29][CH:28]=[CH:27][CH:26]=1>O1CCOCC1.C(OCC)(=O)C.C(Cl)(Cl)Cl.C(O)C(C)C>[CH2:3]([O:41][C:40](=[O:42])[C@H:35]([CH2:36][CH:37]([CH3:39])[CH3:38])[NH:34][C:32](=[O:33])[CH2:31][C:25]1[CH:26]=[CH:27][CH:28]=[CH:29][CH:30]=1)[CH:4]([CH3:6])[CH3:5] |f:1.2|. Reported procedure: L-Leucine (Aldrich) (0.114 g, 0.869 mmols) was taken-up in dioxane (5.0 mL) and treated with a saturated solution of sodium bicarbonate (5.0 mL) followed by phenylacetyl chloride (Aldrich) (0.114 mL, 0.822 mmols). After stirring for 17 hours at room temperature the mixture was diluted with ethyl acetate, the layers separated and the aqueous layer acidified to pH 2 with 5N HCl. The crude product was extracted into ethyl acetate, dried over sodium sulfate, vacuum dried and used without further pur...